describe an organic reaction: reactants, conditions, products, and yield From a dataset of the Open Reaction Database (ORD), a public repository of structured organic reaction records. Starting materials: BrBr (Bromine), OC(CNC1=CC(=NC2=CC=CC=C12)C)CO (N-(2,3-dihydroxypropyl)-2-methyl-4-quinolinamine). The solvent is C(C)(=O)O (acetic acid). Conditions: time 2 hour. The product is BrC=1C(=NC2=CC=CC=C2C1NCC(CO)O)C (3-Bromo-N-(2,3-dihydroxypropyl)-2-methyl-4-quinolinamine). RXN SMILES: [Br:1]Br.[OH:3][CH:4]([CH2:18][OH:19])[CH2:5][NH:6][C:7]1[C:16]2[C:11](=[CH:12][CH:13]=[CH:14][CH:15]=2)[N:10]=[C:9]([CH3:17])[CH:8]=1>C(O)(=O)C>[Br:1][C:8]1[C:9]([CH3:17])=[N:10][C:11]2[C:16]([C:7]=1[NH:6][CH2:5][CH:4]([OH:3])[CH2:18][OH:19])=[CH:15][CH:14]=[CH:13][CH:12]=2. Procedure details: Bromine (33.7 g) was added dropwise to a solution of 49 g of N-(2,3-dihydroxypropyl)-2-methyl-4-quinolinamine in 600 ml of acetic acid. After two hours of stirring, the resultant oil was separated by decantation, dissolved in 500 ml of water and the mixture made alkaline (pH=10) with potassium carbonate. The resultant free base solid was filtered and recrystallized from ethanol. The yield was 33 g, mp 140°-141° C. Starting materials: N1C2=C(CC(CC1)NC(OC(C)(C)C)=O)C=CC=C2 (tert-butyl 2,3,4,5-tetrahydro-1H-benzo[b]azepin-4-ylcarbamate), C1(=CC=CC=C1)S(=O)(=O)Cl (benzenesulfonyl chloride). The solvent is ClCCCl (1,2-dichloroethane). Product: C1(=CC=CC=C1)S(=O)(=O)N1C2=C(CC(CC1)NC(OC(C)(C)C)=O)C=CC=C2 (tert-butyl 1-(phenylsulfonyl)-2,3,4,5-tetrahydro-1H-benzo[b]azepin-4-ylcarbamate). As a reaction SMILES: [NH:1]1[CH2:7][CH2:6][CH:5]([NH:8][C:9](=[O:15])[O:10][C:11]([CH3:14])([CH3:13])[CH3:12])[CH2:4][C:3]2[CH:16]=[CH:17][CH:18]=[CH:19][C:2]1=2.[C:20]1([S:26](Cl)(=[O:28])=[O:27])[CH:25]=[CH:24][CH:23]=[CH:22][CH:21]=1>ClCCCl>[C:20]1([S:26]([N:1]2[CH2:7][CH2:6][CH:5]([NH:8][C:9](=[O:15])[O:10][C:11]([CH3:13])([CH3:14])[CH3:12])[CH2:4][C:3]3[CH:16]=[CH:17][CH:18]=[CH:19][C:2]2=3)(=[O:28])=[O:27])[CH:25]=[CH:24][CH:23]=[CH:22][CH:21]=1. Procedure details: To a stirred room temperature solution of tert-butyl 2,3,4,5-tetrahydro-1H-benzo[b]azepin-4-ylcarbamate (39.3 mg, 0.15 mmol) in 1,2-dichloroethane (4 mL) was added benzenesulfonyl chloride (26.4 mg, 0.15 mmol). After 16 hours the mixture was evaporated to dryness to yield tert-butyl 1-(phenylsulfonyl)-2,3,4,5-tetrahydro-1H-benzo[b]azepin-4-ylcarbamate. Starting materials: P(=O)(Cl)(Cl)Cl (phosphorus oxychloride), C(C)(=O)NC1=CC=C(C=2C=CC=NC12)S(=O)(=O)[O-].[NH+]1=CC=CC=C1 (pyridinium 8-acetamido-5-quinolinesulfonate), ice water. The solvent is CN1C(CCC1)=O (N-methylpyrrolidone). Run at time 20 hour. The product is C(C)(=O)NC1=CC=C(C=2C=CC=NC12)S(=O)(=O)Cl (8-Acetamido-5-quinolinesulfonyl chloride). Yield: 94.0%. Reaction SMILES: P(Cl)(Cl)([Cl:3])=O.[C:6]([NH:9][C:10]1[C:19]2[N:18]=[CH:17][CH:16]=[CH:15][C:14]=2[C:13]([S:20]([O-:23])(=O)=[O:21])=[CH:12][CH:11]=1)(=[O:8])[CH3:7].[NH+]1C=CC=CC=1>CN1CCCC1=O>[C:6]([NH:9][C:10]1[C:19]2[N:18]=[CH:17][CH:16]=[CH:15][C:14]=2[C:13]([S:20]([Cl:3])(=[O:23])=[O:21])=[CH:12][CH:11]=1)(=[O:8])[CH3:7] |f:1.2|. Procedure details: In a 1 liter 3-neck round bottomed flask, fitted with a mechanical stirrer and a calcium chloride drying tube, phosphorus oxychloride (360 ml) was chilled to less than 10° C. N-methylpyrrolidone (20 ml) was added (slight exotherm). When the temperature returned to <5° C., finely ground pyridinium 8-acetamido-5-quinolinesulfonate (36.0 g, 0.104 mole) was added. The reaction mixture was thoroughly packed in ice and stirred for 20 hrs. The resulting brown slurry was slowly added to ca. 2500 ml ice/... The reactants are [BH4-], CO, CCOC(=O)Cc1nnn(CC2OC(=O)N(c3ccc(Cl)cc3)C2c2cccc(OC)c2)n1, [Na+]. The product is COc1cccc(C2C(Cn3nnc(CCO)n3)OC(=O)N2c2ccc(Cl)cc2)c1. As a reaction SMILES: [BH4-:34].[CH3:36][OH:37].[Cl:1][c:2]1[cH:3][cH:4][c:5]([N:8]2[C:9](=[O:33])[O:10][CH:11]([CH2:21][n:22]3[n:23][c:24]([CH2:27][C:28](=[O:29])[O:30][CH2:31][CH3:32])[n:25][n:26]3)[CH:12]2[c:13]2[cH:14][c:15]([O:19][CH3:20])[cH:16][cH:17][cH:18]2)[cH:6][cH:7]1.[Na+:35]>>[Cl:1][c:2]1[cH:3][cH:4][c:5]([N:8]2[C:9](=[O:33])[O:10][CH:11]([CH2:21][n:22]3[n:23][c:24]([CH2:27][CH2:28][OH:29])[n:25][n:26]3)[CH:12]2[c:13]2[cH:14][c:15]([O:19][CH3:20])[cH:16][cH:17][cH:18]2)[cH:6][cH:7]1. Starting materials: C(CCC)[Sn](CCCC)(CCCC)Cl (tributyltin chloride), O (water), BrC1=CC(=NC(=C1)C)CC (4-bromo-2-ethyl-6-methylpyridine), BrC1=CC(=NC(=C1)C)CC (4-Bromo-2-ethyl-6-methylpyridine), C(CCC)[Li] (n-butyllithium). Run in C(C)OCC (diethyl ether), C(C)OCC (diethyl ether). Conditions: temperature 20 celsius, time 1 hour. Product: C(C)C1=NC(=CC(=C1)[Sn](CCCC)(CCCC)CCCC)C (2-Ethyl-6-methyl-4-(tributylstannyl)pyridine). RXN SMILES: Br[C:2]1[CH:7]=[C:6]([CH3:8])[N:5]=[C:4]([CH2:9][CH3:10])[CH:3]=1.C([Li])CCC.[CH2:16]([Sn:20](Cl)([CH2:25][CH2:26][CH2:27][CH3:28])[CH2:21][CH2:22][CH2:23][CH3:24])[CH2:17][CH2:18][CH3:19].O>C(OCC)C>[CH2:9]([C:4]1[CH:3]=[C:2]([Sn:20]([CH2:21][CH2:22][CH2:23][CH3:24])([CH2:25][CH2:26][CH2:27][CH3:28])[CH2:16][CH2:17][CH2:18][CH3:19])[CH:7]=[C:6]([CH3:8])[N:5]=1)[CH3:10]. Procedure details: To a solution of 19.4 g of 4-bromo-2-ethyl-6-methylpyridine from (a) above in 275 ml of diethyl ether chilled to -70° C. under argon was added dropwise over 1/2 hour 38.8 ml of n-butyllithium while maintaining the reaction temperature below -65° C. Stirring was continued at -70° C. for 1 hour and then 22 ml (26.4 g) of tributyltin chloride in 25 ml of diethyl ether were added over 20 minutes. The mixture was allowed to warm to 20° C. and 200 ml of water was added. The ether layer was separated, ... Starting materials: [BH4-].[Li+] (lithium borohydride), C(CCCCCCCCCCCCCCC)OCC(C(=O)OCC)CSCCCCCCCCCCCCCCCC (3-(hexadecyl-oxy)-2-[(hexadecylthio)methyl]propanoic acid, ethyl ester), O (water). The solvent is O1CCCC1 (tetrahydrofuran). The product is C(CCCCCCCCCCCCCCC)OCC(CO)CSCCCCCCCCCCCCCCCC (3-(Hexadecyloxy)-2-[(hexadecylthio)methyl]-1-propanol). Isolated yield 68.1%. RXN SMILES: [BH4-].[Li+].[CH2:3]([O:19][CH2:20][CH:21]([CH2:27][S:28][CH2:29][CH2:30][CH2:31][CH2:32][CH2:33][CH2:34][CH2:35][CH2:36][CH2:37][CH2:38][CH2:39][CH2:40][CH2:41][CH2:42][CH2:43][CH3:44])[C:22](OCC)=[O:23])[CH2:4][CH2:5][CH2:6][CH2:7][CH2:8][CH2:9][CH2:10][CH2:11][CH2:12][CH2:13][CH2:14][CH2:15][CH2:16][CH2:17][CH3:18].O>O1CCCC1>[CH2:3]([O:19][CH2:20][CH:21]([CH2:27][S:28][CH2:29][CH2:30][CH2:31][CH2:32][CH2:33][CH2:34][CH2:35][CH2:36][CH2:37][CH2:38][CH2:39][CH2:40][CH2:41][CH2:42][CH2:43][CH3:44])[CH2:22][OH:23])[CH2:4][CH2:5][CH2:6][CH2:7][CH2:8][CH2:9][CH2:10][CH2:11][CH2:12][CH2:13][CH2:14][CH2:15][CH2:16][CH2:17][CH3:18] |f:0.1|. Procedure details: To a slurry of 1.04 g of lithium borohydride in 20 ml of tetrahydrofuran is added 29 g of 3-(hexadecyl-oxy)-2-[(hexadecylthio)methyl]propanoic acid, ethyl ester. This mixture is refluxed overnight, poured into water and purified by chromatography on silica gel [hexane:ethyl acetate (30:1)], to give 18.4 g of the desired compound.